From a dataset of the Open Reaction Database (ORD), a public repository of structured organic reaction records. describe an organic reaction: reactants, conditions, products, and yield Reactants: CCOC(=O)c1cccc(Oc2ccc(OC)nc2)c1, CC#N, C[Si](C)(C)I, O. The product is CCOC(=O)c1cccc(Oc2ccc(O)nc2)c1. RXN SMILES: [CH2:1]([CH3:2])[O:3][C:4]([c:5]1[cH:6][c:7]([O:11][c:12]2[cH:13][n:14][c:15]([O:18][CH3:19])[cH:16][cH:17]2)[cH:8][cH:9][cH:10]1)=[O:20].[CH3:26][C:27]#[N:28].[I:21][Si:22]([CH3:23])([CH3:24])[CH3:25].[OH2:29]>>[CH2:1]([CH3:2])[O:3][C:4]([c:5]1[cH:6][c:7]([O:11][c:12]2[cH:13][n:14][c:15]([OH:18])[cH:16][cH:17]2)[cH:8][cH:9][cH:10]1)=[O:20]. Reactants: ClCC(CC(=O)OC)=O (Methyl 4-chloro-3-oxobutanoate), ClCCCOC1=CC=C(C(=O)N)C=C1 (4-(3-chloropropoxy)benzamide). The solvent is C(CC)#N (propionitrile), ClCCl (dichloromethane). The product is ClCCCOC1=CC=C(C=C1)C=1OC=C(N1)CC(=O)OC (methyl {2-[4-(3-chloropropoxy)phenyl]-1,3-oxazol-4-yl}acetate). The yield is 48.3%. RXN SMILES: Cl[CH2:2][C:3](=O)[CH2:4][C:5]([O:7][CH3:8])=[O:6].[Cl:10][CH2:11][CH2:12][CH2:13][O:14][C:15]1[CH:23]=[CH:22][C:18]([C:19]([NH2:21])=[O:20])=[CH:17][CH:16]=1>C(#N)CC.ClCCl>[Cl:10][CH2:11][CH2:12][CH2:13][O:14][C:15]1[CH:23]=[CH:22][C:18]([C:19]2[O:20][CH:2]=[C:3]([CH2:4][C:5]([O:7][CH3:8])=[O:6])[N:21]=2)=[CH:17][CH:16]=1. Procedure details: Methyl 4-chloro-3-oxobutanoate (4.32 ml, 37.44 mmol, 2 eq) is added to a solution of 4-(3-chloropropoxy)benzamide (4 g, 18.72 mmol, 1 eq) in propionitrile (50 ml). The mixture is heated at reflux for 48 h. The mixture is then diluted with dichloromethane and filtered. The solvent is removed under vacuum and the residue is purified on silica gel (eluent: ethyl acetate) to give 2.8 g methyl {2-[4-(3-chloropropoxy)phenyl]-1,3-oxazol-4-yl}acetate ax62 as a brown oil. Starting materials: CCO, CCN(C(C)C)C(C)C, Cc1cnc(Cl)nc1Cl, CCOC(=O)c1ccccc1N. Product: CCOC(=O)c1ccccc1Nc1nc(Cl)ncc1C. Reaction SMILES: [CH3:31][CH2:32][OH:33].[CH:22]([N:23]([CH:24]([CH3:25])[CH3:26])[CH2:27][CH3:28])([CH3:29])[CH3:30].[Cl:1][c:2]1[n:3][cH:4][c:5]([CH3:9])[c:6]([Cl:8])[n:7]1.[NH2:10][c:11]1[c:12]([C:13](=[O:14])[O:15][CH2:16][CH3:17])[cH:18][cH:19][cH:20][cH:21]1>>[Cl:1][c:2]1[n:3][cH:4][c:5]([CH3:9])[c:6]([NH:10][c:11]2[c:12]([C:13](=[O:14])[O:15][CH2:16][CH3:17])[cH:18][cH:19][cH:20][cH:21]2)[n:7]1. Starting materials: ClC1=C(C(=O)O)C=C(C(=N1)Cl)F (2,6-dichloro-5-fluoronicotinic acid), [OH-].[Na+] (NaOH), Cl (HCl). Run at temperature 0 celsius, time 16 hour. Product: ClC=1NC(C(=CC1C(=O)O)F)=O (2-chloro-5-fluoro-6-oxo-1,6-dihydropyridine-3-carboxylic acid). The yield is 46.8%. RXN SMILES: [Cl:1][C:2]1[N:10]=[C:9](Cl)[C:8]([F:12])=[CH:7][C:3]=1[C:4]([OH:6])=[O:5].[OH-:13].[Na+].Cl>>[Cl:1][C:2]1[NH:10][C:9](=[O:13])[C:8]([F:12])=[CH:7][C:3]=1[C:4]([OH:6])=[O:5] |f:1.2|. Procedure details: A mixture of 2,6-dichloro-5-fluoronicotinic acid (15.00 g, 71.43 mmol, Lancaster Synthesis) and 2 N NaOH (178.6 ml, 357.2 mmol) was stirred at reflux for 2 hours and then at room temperature for 16 hours. The reaction mixture was cooled to 0° C. and acidified with 12 N HCl (32.74 ml, 392.9 mmol). The mixture was cooled for 30 minutes in an ice bath, the solid filtered and washed with H2O. The isolated solid was slurried in warm EtOH, filtered and then washed with warm EtOH. The solids were colle... Starting materials: FC1=CC=C(C(=O)C=2OC3=C(C2C)C=C(C=C3)OCC=C)C=C1 (2-(p-fluorobenzoyl)-3-methyl-5-allyloxybenzofuran), ClC1=C(C=CC=C1)Cl (ortho-dichlorobenzene). The product is FC1=CC=C(C(=O)C=2OC3=C(C2C)C(=C(C=C3)O)CC=C)C=C1 (2-(p-fluorobenzoyl)-3-methyl-4-allyl-5-hydroxybenzofuran). The yield is 76.0%. Reaction SMILES: [F:1][C:2]1[CH:23]=[CH:22][C:5]([C:6]([C:8]2[O:9][C:10]3[CH:17]=[CH:16][C:15]([O:18]CC=C)=[CH:14][C:11]=3[C:12]=2[CH3:13])=[O:7])=[CH:4][CH:3]=1.Cl[C:25]1[CH:30]=CC=C[C:26]=1Cl>>[F:1][C:2]1[CH:3]=[CH:4][C:5]([C:6]([C:8]2[O:9][C:10]3[CH:17]=[CH:16][C:15]([OH:18])=[C:14]([CH2:30][CH:25]=[CH2:26])[C:11]=3[C:12]=2[CH3:13])=[O:7])=[CH:22][CH:23]=1. Reported procedure: A solution of 2-(p-fluorobenzoyl)-3-methyl-5-allyloxybenzofuran (2.77 gm; 9.2 mmoles) in ortho-dichlorobenzene (15 mL) was refluxed under nitrogen for a period of 4 hours. On cooling, the reaction product crystallized. Some hexane was added and the crystals were filtered, washed with hexane and air-dried to yield 2.1 gm (76%) of 2-(p-fluorobenzoyl)-3-methyl-4-allyl-5-hydroxybenzofuran, mp. 164°-166° C. The reactants are ClC=1C=C(C=O)C=CC1Cl (3,4-dichlorobenzaldehyde), C1(=CC=C(C=C1)S(=O)(=O)O)C (p-toluenesulfonic acid), N1CCOCC1 (morpholine), [C-]#N.[Na+] (sodium cyanide). Run in O1CCCC1 (tetrahydrofuran). Yields the product ClC=1C=C(C=CC1Cl)C(C#N)N1CCOCC1 (α-(3,4-dichlorophenyl)-4-morpholineacetonitrile). As a reaction SMILES: [Cl:1][C:2]1[CH:3]=[C:4]([CH:7]=[CH:8][C:9]=1[Cl:10])[CH:5]=O.C1(C)C=CC(S(O)(=O)=O)=CC=1.[NH:22]1[CH2:27][CH2:26][O:25][CH2:24][CH2:23]1.[C-:28]#[N:29].[Na+]>O1CCCC1>[Cl:1][C:2]1[CH:3]=[C:4]([CH:5]([N:22]2[CH2:27][CH2:26][O:25][CH2:24][CH2:23]2)[C:28]#[N:29])[CH:7]=[CH:8][C:9]=1[Cl:10] |f:3.4|. Procedure details: A mixture of 3,4-dichlorobenzaldehyde, p-toluenesulfonic acid, morpholine and sodium cyanide in tetrahydrofuran is reacted to give α-(3,4-dichlorophenyl)-4-morpholineacetonitrile. Starting materials: ClC1=NC=CC2=CC=C(C=C12)CN1C([C@H](CC1)NS(=O)(=O)C1=CC2=NC=CC=C2S1)=O (Thieno[3,2-b]pyridine-2-sulfonic acid [1-(1-chloro-isoquinolin-7-ylmethyl)-2-oxopyrrolidin-3-(S)-yl]-amide), C(C)(=O)[O-].[NH4+] (ammonium acetate), C1(=CC=CC=C1)O (phenol), C(C)(=O)[O-].[NH4+] (Ammonium acetate). Run at temperature 70 celsius, time 5 minute. Product: NC1=NC=CC2=CC=C(C=C12)CN1C([C@H](CC1)NS(=O)(=O)C1=CC2=NC=CC=C2S1)=O (Thieno[3,2-b]pyridine-2-sulfonic Acid [1-(1-Amino-isoquinolin-7-ylmethyl)-2-oxo-pyrrolidin-3-(S)-yl]-amide). As a reaction SMILES: Cl[C:2]1[C:11]2[C:6](=[CH:7][CH:8]=[C:9]([CH2:12][N:13]3[CH2:17][CH2:16][C@H:15]([NH:18][S:19]([C:22]4[S:30][C:29]5[C:24](=[N:25][CH:26]=[CH:27][CH:28]=5)[CH:23]=4)(=[O:21])=[O:20])[C:14]3=[O:31])[CH:10]=2)[CH:5]=[CH:4][N:3]=1.C1(O)C=CC=CC=1.C([O-])(=O)C.[NH4+:43]>>[NH2:43][C:2]1[C:11]2[C:6](=[CH:7][CH:8]=[C:9]([CH2:12][N:13]3[CH2:17][CH2:16][C@H:15]([NH:18][S:19]([C:22]4[S:30][C:29]5[C:24](=[N:25][CH:26]=[CH:27][CH:28]=5)[CH:23]=4)(=[O:21])=[O:20])[C:14]3=[O:31])[CH:10]=2)[CH:5]=[CH:4][N:3]=1 |f:2.3|. Procedure details: Thieno[3,2-b]pyridine-2-sulfonic acid [1-(1-chloro-isoquinolin-7-ylmethyl)-2-oxopyrrolidin-3-(S)-yl]-amide (1.36 g, 2.88 mmol) and phenol (2.22 g, 23.6 mmol) are melted together with stirring at 70° C. for 5 minutes. Ammonium acetate (2.71 g, 28.8 mmol) is added and the reaction mixture is heated to 90° C. and stirred overnight. Additional ammonium acetate (0.50 g, 5.31 mmol) is added and the reaction is heated for 20 more hours. The reaction is cooled and the residue is purified by RP-HPLC elut...